From a dataset of the Open Reaction Database (ORD), a public repository of structured organic reaction records. describe an organic reaction: reactants, conditions, products, and yield Starting materials: C(=O)([O-])[O-].[K+].[K+] (K2CO3), OC1=CC=C(C=C1)C(C)(C)C1=CC=C(C=C1)O (bisphenol A), BrCCCCCCBr (1,6-dibromohexane), [N+](=O)([O-])C=1C=C(C(C#N)=CC1)C#N (4-nitrophthalonitrile), Cl (HCl). The solvent is CS(=O)C (dimethylsulfoxide), O (water). Run at temperature 90 celsius. Product: C(C=1C(C#N)=CC=CC1)#N (phthalonitrile), solid. Yield: 95.0%. As a reaction SMILES: OC1C=CC(C(C2C=CC(O)=CC=2)(C)C)=CC=1.BrCCCCCCBr.C([O-])([O-])=O.[K+].[K+].[N+]([C:35]1[CH:36]=[C:37]([C:43]#[N:44])[C:38](=[CH:41][CH:42]=1)[C:39]#[N:40])([O-])=O.Cl>O.CS(C)=O>[C:43](#[N:44])[C:37]1[C:38](=[CH:41][CH:42]=[CH:35][CH:36]=1)[C:39]#[N:40] |f:2.3.4|. Procedure details: To a 2000 mL, three-necked flask fitted with a thermometer and a nitrogen inlet were added bisphenol A (100 g, 0.298 mol), 1,6-dibromohexane (53.4 g, 0.219 mol), powdered anhydrous K2CO3 (150 g, 1.09 mol), and dimethylsulfoxide (DMSO) (1000 mL). The resulting mixture was degassed with nitrogen at ambient temperature and heated at 90° C. under a nitrogen atmosphere for 8-16 hr. The mixture was cooled to 50° C. At this time, 4-nitrophthalonitrile (77.6 g, 0.449 mol) was added in one portion and th... The reactants are COC(=O)CC1Cc2ccc(OCCNC(=O)OC(C)(C)C)cc2NC1=O, COC(=O)CC1Cc2ccc(OCCNC(=O)OC(C)(C)C)cc2N(Cc2ccccc2)C1=O. Product: COC(=O)CC1Cc2ccc(OCCN)cc2N(Cc2ccccc2)C1=O. As a reaction SMILES: [CH3:1][O:2][C:3](=[O:4])[CH2:5][CH:6]1[CH2:7][c:8]2[c:9]([cH:10][c:11]([O:12][CH2:13][CH2:14][NH:15][C:16]([O:17][C:18]([CH3:19])([CH3:20])[CH3:21])=[O:22])[cH:23][cH:24]2)[NH:25][C:26]1=[O:27].[CH3:28][O:29][C:30]([CH2:31][CH:32]1[C:33](=[O:60])[N:34]([CH2:53][c:54]2[cH:55][cH:56][cH:57][cH:58][cH:59]2)[c:35]2[cH:36][c:37]([O:42][CH2:43][CH2:44][NH:45][C:46]([O:47][C:48]([CH3:49])([CH3:50])[CH3:51])=[O:52])[cH:38][cH:39][c:40]2[CH2:41]1)=[O:61]>>[CH3:28][O:29][C:30]([CH2:31][CH:32]1[C:33](=[O:60])[N:34]([CH2:53][c:54]2[cH:55][cH:56][cH:57][cH:58][cH:59]2)[c:35]2[cH:36][c:37]([O:42][CH2:43][CH2:44][NH2:45])[cH:38][cH:39][c:40]2[CH2:41]1)=[O:61]. The reactants are CC(=O)O, NNC(=O)COc1ccc(C(=O)OCc2ccccc2)cc1. As a reaction SMILES: [C:23]([OH:24])(=[O:25])[CH3:26].[NH:1]([NH2:2])[C:3]([CH2:4][O:5][c:6]1[cH:7][cH:8][c:9]([C:10](=[O:11])[O:12][CH2:13][c:14]2[cH:15][cH:16][cH:17][cH:18][cH:19]2)[cH:20][cH:21]1)=[O:22]>>[NH:1]([NH2:2])[C:3]([CH2:4][O:5][c:6]1[cH:7][cH:8][c:9]([C:10](=[O:11])[OH:12])[cH:20][cH:21]1)=[O:22]. Product: NNC(=O)COc1ccc(C(=O)O)cc1. Reactants: NC1=C(C=C(C=C1OCC(F)(F)F)C(C(=O)OCC)CC1CC1)Br (ethyl 2-(4-amino-3-bromo-5-(2,2,2-trifluoroethoxy)phenyl)-3-cyclopropylpropanoate), FC(C1=CC=C(C=C1)B(O)O)(F)F (4-trifluoromethylphenylboronic acid), [F-].[Cs+] (CsF), CCOC(=O)C (EtOAc). The reagents and catalysts are C=1C=CC(=CC1)[P](C=2C=CC=CC2)(C=3C=CC=CC3)[Pd]([P](C=4C=CC=CC4)(C=5C=CC=CC5)C=6C=CC=CC6)([P](C=7C=CC=CC7)(C=8C=CC=CC8)C=9C=CC=CC9)[P](C=1C=CC=CC1)(C=1C=CC=CC1)C=1C=CC=CC1 (Pd (PPh3)4). The yield is 54.2%. RXN SMILES: [NH2:1][C:2]1[C:7]([O:8][CH2:9][C:10]([F:13])([F:12])[F:11])=[CH:6][C:5]([CH:14]([CH2:20][CH:21]2[CH2:23][CH2:22]2)[C:15]([O:17][CH2:18][CH3:19])=[O:16])=[CH:4][C:3]=1Br.[F:25][C:26]([F:37])([F:36])[C:27]1[CH:32]=[CH:31][C:30](B(O)O)=[CH:29][CH:28]=1.[F-].[Cs+].CCOC(C)=O>COCCOC.C1C=CC([P]([Pd]([P](C2C=CC=CC=2)(C2C=CC=CC=2)C2C=CC=CC=2)([P](C2C=CC=CC=2)(C2C=CC=CC=2)C2C=CC=CC=2)[P](C2C=CC=CC=2)(C2C=CC=CC=2)C2C=CC=CC=2)(C2C=CC=CC=2)C2C=CC=CC=2)=CC=1.O>[NH2:1][C:2]1[C:3]([C:30]2[CH:31]=[CH:32][C:27]([C:26]([F:37])([F:36])[F:25])=[CH:28][CH:29]=2)=[CH:4][C:5]([CH:14]([CH2:20][CH:21]2[CH2:23][CH2:22]2)[C:15]([O:17][CH2:18][CH3:19])=[O:16])=[CH:6][C:7]=1[O:8][CH2:9][C:10]([F:13])([F:12])[F:11] |f:2.3,^1:55,57,76,95|. Yields the product NC1=C(C=C(C=C1C1=CC=C(C=C1)C(F)(F)F)C(C(=O)OCC)CC1CC1)OCC(F)(F)F (ethyl 2-(6-amino-5-(2,2,2-trifluoroethoxy)-4′-(trifluoromethyl)biphenyl-3-yl)-3-cyclopropylpropanoate). Run in COCCOC (1,2-dimethoxy ethane), O (water). Procedure details: A mixture of ethyl 2-(4-amino-3-bromo-5-(2,2,2-trifluoroethoxy)phenyl)-3-cyclopropylpropanoate (1.1, 3.3 mmol), 4-trifluoromethylphenylboronic acid (1.26 g, 6.7 mmol), CsF (1.26 g, 8.3 mmol) and Pd (PPh3)4 (0.38 g, 0.33 mmol) in 50 mL anhydrous 1,2-dimethoxy ethane was refluxed for 8 h under argon. The reaction mixture was cooled, and 50 mL of EtOAc and 50 mL of water were added. The organic phase was separated, dried over Na2SO4, filtered and concentrated under reduced pressure to give a yellow... The reactants are O=[N+]([O-])c1ccc(Cl)c(S(=O)(=O)NCCOCc2ccccc2)c1O, C1CCOC1, Cl, [Na+], [Na+], [Na+], O=C([O-])O, O=S([O-])S(=O)[O-]. The product is Nc1ccc(Cl)c(S(=O)(=O)NCCOCc2ccccc2)c1O. As a reaction SMILES: [CH2:1]([c:2]1[cH:3][cH:4][cH:5][cH:6][cH:7]1)[O:8][CH2:9][CH2:10][NH:11][S:12](=[O:13])(=[O:14])[c:15]1[c:16]([OH:25])[c:17]([N+:22]([O-:23])=[O:24])[cH:18][cH:19][c:20]1[Cl:21].[CH2:35]1[O:36][CH2:37][CH2:38][CH2:39]1.[ClH:34].[Na+:32].[Na+:33].[Na+:44].[O-:40][C:41]([OH:42])=[O:43].[S:26]([S:27]([O-:28])=[O:29])([O-:30])=[O:31]>>[CH2:1]([c:2]1[cH:3][cH:4][cH:5][cH:6][cH:7]1)[O:8][CH2:9][CH2:10][NH:11][S:12](=[O:13])(=[O:14])[c:15]1[c:16]([OH:25])[c:17]([NH2:22])[cH:18][cH:19][c:20]1[Cl:21]. The reactants are ClC=1C=CC(=C(C1)S(=O)(=O)N1COC2=C1C=C(C=C2OC)C(=O)O)OC (3-(5-chloro-2-methoxy-benzenesulfonyl)-7-methoxy-2,3-dihydro-benzooxazole-5-carboxylic acid), NC1=CC=C(C(=O)OCC)C=C1 (ethyl 4-aminobenzoate). The product is C(C)OC(C1=CC=C(C=C1)NC(=O)C=1C=C(C2=C(N(CO2)S(=O)(=O)C2=C(C=CC(=C2)Cl)OC)C1)OC)=O (4-{[3-(5-chloro-2-methoxy-benzenesulfonyl)-7-methoxy-2,3-dihydro-benzooxazole-5-carbonyl]-amino}-benzoic acid ethyl ester). As a reaction SMILES: [Cl:1][C:2]1[CH:3]=[CH:4][C:5]([O:25][CH3:26])=[C:6]([S:8]([N:11]2[C:15]3[CH:16]=[C:17]([C:22]([OH:24])=O)[CH:18]=[C:19]([O:20][CH3:21])[C:14]=3[O:13][CH2:12]2)(=[O:10])=[O:9])[CH:7]=1.[NH2:27][C:28]1[CH:38]=[CH:37][C:31]([C:32]([O:34][CH2:35][CH3:36])=[O:33])=[CH:30][CH:29]=1>>[CH2:35]([O:34][C:32](=[O:33])[C:31]1[CH:37]=[CH:38][C:28]([NH:27][C:22]([C:17]2[CH:18]=[C:19]([O:20][CH3:21])[C:14]3[O:13][CH2:12][N:11]([S:8]([C:6]4[CH:7]=[C:2]([Cl:1])[CH:3]=[CH:4][C:5]=4[O:25][CH3:26])(=[O:9])=[O:10])[C:15]=3[CH:16]=2)=[O:24])=[CH:29][CH:30]=1)[CH3:36]. Reported procedure: Reaction of 3-(5-chloro-2-methoxy-benzenesulfonyl)-7-methoxy-2,3-dihydro-benzooxazole-5-carboxylic acid with ethyl 4-aminobenzoate in analogy with example 30, step 4 gave 4-{[3-(5-chloro-2-methoxy-benzenesulfonyl)-7-methoxy-2,3-dihydro-benzooxazole-5-carbonyl]-amino}-benzoic acid ethyl ester. White solid, MS (ISP)=547.2 (M+H)+. The reactants are O=C(O)c1ccc(F)cn1, Cc1ccc(Oc2ccc(N)cc2)cc1. The reagents and catalysts are CCN=C=NCCCN(C)C.Cl (EDC-HCl), CCOC(=O)C(=NO)C#N (Oxyma). Solvent: CN(C)C=O (DMF), CN(C)C=O (DMF), CN(C)C=O (DMF), CN(C)C=O (DMF), CN(C)C=O (DMF), CN(C)C=O (DMF). Reaction conditions: temperature 25 celsius, time 2 hour. The product is Cc1ccc(Oc2ccc(NC(=O)c3ccc(F)cn3)cc2)cc1. Yield: 65.8%. RXN SMILES: Cc1ccc(Oc2ccc(N)cc2)cc1.O=C(O)c1ccc(F)cn1.CCN=C=NCCCN(C)C.Cl.CCOC(=O)C(=NO)C#N.CN(C)C=O>>Cc1ccc(Oc2ccc(NC(=O)c3ccc(F)cn3)cc2)cc1. The reactants are N1N=C(C=C1)C1=CC=C(C=C1)[C@@H]1CC[C@H](CC1)CC(=O)OCC (Trans ethyl 2-(4-(4-(1H-pyrazol-3-yl)phenyl)cyclohexyl)acetate), [OH-].[Li+] (lithium hydroxide), Cl (HCl). Run in O1CCCC1.O (tetrahydrofuran water). The product is N1N=C(C=C1)C1=CC=C(C=C1)[C@@H]1CC[C@H](CC1)CC(=O)O (Trans {4-[4-(1H-pyrazol-3-yl)phenyl]cyclohexyl}acetic acid). Reaction SMILES: [NH:1]1[CH:5]=[CH:4][C:3]([C:6]2[CH:11]=[CH:10][C:9]([C@H:12]3[CH2:17][CH2:16][C@H:15]([CH2:18][C:19]([O:21]CC)=[O:20])[CH2:14][CH2:13]3)=[CH:8][CH:7]=2)=[N:2]1.[OH-].[Li+].Cl>O1CCCC1.O>[NH:1]1[CH:5]=[CH:4][C:3]([C:6]2[CH:7]=[CH:8][C:9]([C@H:12]3[CH2:13][CH2:14][C@H:15]([CH2:18][C:19]([OH:21])=[O:20])[CH2:16][CH2:17]3)=[CH:10][CH:11]=2)=[N:2]1 |f:1.2,4.5|. Procedure details: A scintillation vial was charged with the product from Example 37B (31.3 mg, 0.100 mmol), lithium hydroxide (21 mg, 0.50 mmol) and 10 mL of 4:1 tetrahydrofuran/water and placed in a shaker overnight at room temperature. The reaction was neutralized by the addition of 4 M HCl, and the resultant mixture was concentrated and purified by RP-HPLC to provide the title product. 1H NMR (500 MHz, DMSO-d6) δ ppm 1.07-1.17 (m, 2H), 1.42-1.53 (m, 2H), 1.70-1.88 (m, 5H), 2.14 (d, J=6.75 Hz, 2H), 2.44-2.48 (m... Reactants: O=C(O)c1ccc(NC2CC2)c(OCC2CC2)n1, CC(C)CC(N)C(N)=O. Yields the product CC(C)CC(NC(=O)c1ccc(NC2CC2)c(OCC2CC2)n1)C(N)=O. Reaction SMILES: [CH:1]1([NH:4][c:5]2[cH:6][cH:7][c:8]([C:16](=[O:17])[OH:18])[n:9][c:10]2[O:11][CH2:12][CH:13]2[CH2:14][CH2:15]2)[CH2:2][CH2:3]1.[NH2:19][CH:20]([C:21](=[O:22])[NH2:23])[CH2:24][CH:25]([CH3:26])[CH3:27]>>[CH:1]1([NH:4][c:5]2[cH:6][cH:7][c:8]([C:16](=[O:18])[NH:19][CH:20]([C:21](=[O:22])[NH2:23])[CH2:24][CH:25]([CH3:26])[CH3:27])[n:9][c:10]2[O:11][CH2:12][CH:13]2[CH2:14][CH2:15]2)[CH2:2][CH2:3]1. Isolated yield 29.8%. Reaction conditions: temperature 75 celsius. Procedure details: A mixture of 3-{4-[({[2-fluoro-5-(trifluoromethyl)phenyl]amino}carbonyl)amino]phenyl}prop-2-ynamide (31.0 mg, 0.085 mmol), 3-iodoanisole (0.010 mL, 0.089 mmol), diethylamine (0.029 mL, 0.281 mmol), formic acid (0.0083 mL, 0.221 mmol), and bis(dibenzylideneacetone)palladium(0) (3.4 mg, 0.006 mmol) in 1.4 mL EtOAc (degassed) was heated at 75° C. for 17 hours. The reaction was partitioned between EtOAc and H2O/brine mixture. The EtOAc layer was washed with dilute aqueous HCl, then aqueous NaHCO3, b... Reactants: FC1=C(C=C(C=C1)C(F)(F)F)NC(=O)NC1=CC=C(C=C1)C#CC(=O)N (3-{4-[({[2-fluoro-5-(trifluoromethyl)phenyl]amino}carbonyl)amino]phenyl}prop-2-ynamide), IC=1C=C(C=CC1)OC (3-iodoanisole), C(C)NCC (diethylamine), C(=O)O (formic acid). The product is FC1=C(C=C(C=C1)C(F)(F)F)NC(=O)NC1=CC=C(C=C1)\C(=C/C(=O)N)\C1=CC(=CC=C1)OC ((2E)-3-{4-[({[2-fluoro-5-(trifluoromethyl)phenyl]amino}carbonyl)amino]phenyl}-3-(3-methoxyphenyl)acrylamide). The reagents and catalysts are C=1C=CC(=CC1)/C=C/C(=O)/C=C/C2=CC=CC=C2.C=1C=CC(=CC1)/C=C/C(=O)/C=C/C2=CC=CC=C2.[Pd] (bis(dibenzylideneacetone)palladium(0)). Reaction SMILES: [F:1][C:2]1[CH:7]=[CH:6][C:5]([C:8]([F:11])([F:10])[F:9])=[CH:4][C:3]=1[NH:12][C:13]([NH:15][C:16]1[CH:21]=[CH:20][C:19]([C:22]#[C:23][C:24]([NH2:26])=[O:25])=[CH:18][CH:17]=1)=[O:14].I[C:28]1[CH:29]=[C:30]([O:34][CH3:35])[CH:31]=[CH:32][CH:33]=1.C(NCC)C.C(O)=O>CCOC(C)=O.C1C=CC(/C=C/C(/C=C/C2C=CC=CC=2)=O)=CC=1.C1C=CC(/C=C/C(/C=C/C2C=CC=CC=2)=O)=CC=1.[Pd]>[F:1][C:2]1[CH:7]=[CH:6][C:5]([C:8]([F:11])([F:9])[F:10])=[CH:4][C:3]=1[NH:12][C:13]([NH:15][C:16]1[CH:21]=[CH:20][C:19](/[C:22](/[C:28]2[CH:33]=[CH:32][CH:31]=[C:30]([O:34][CH3:35])[CH:29]=2)=[CH:23]\[C:24]([NH2:26])=[O:25])=[CH:18][CH:17]=1)=[O:14] |f:5.6.7|. Run in CCOC(=O)C (EtOAc).